This data is from the Open Reaction Database (ORD), a public repository of structured organic reaction records. The task is: describe an organic reaction: reactants, conditions, products, and yield The reactants are CO, O=C(Nc1ccc(Cl)cn1)c1ncccc1NC(=O)C(F)(F)F, N. Product: Nc1cccnc1C(=O)Nc1ccc(Cl)cn1. RXN SMILES: [CH3:25][OH:26].[Cl:1][c:2]1[cH:3][cH:4][c:5]([NH:8][C:9](=[O:10])[c:11]2[n:12][cH:13][cH:14][cH:15][c:16]2[NH:17][C:18](=[O:19])[C:20]([F:21])([F:22])[F:23])[n:6][cH:7]1.[NH3:24]>>[Cl:1][c:2]1[cH:3][cH:4][c:5]([NH:8][C:9](=[O:10])[c:11]2[n:12][cH:13][cH:14][cH:15][c:16]2[NH2:17])[n:6][cH:7]1. Reactants: aldehyde, OOS(=O)[O-].[K+] (oxone), [N+](=O)([O-])C1=C(C=O)C=CC(=C1)C (2-nitro-4-methylbenzaldehyde), NC1=C(C=CC=C1)N (1,2-diaminobenzene), C([O-])([O-])=O.[K+].[K+] (potassium carbonate). Solvent: CN(C)C=O (DMF), O (water), O (water). Conditions: temperature 20 celsius. The product is NC1=C(C=CC(=C1)C)C=1NC2=C(N1)C=CC=C2 (2-(2-amino-4-methylphenyl)benzimidazole). As a reaction SMILES: OOS([O-])=O.[K+].[N+:7]([C:10]1[CH:17]=[C:16]([CH3:18])[CH:15]=[CH:14][C:11]=1[CH:12]=O)([O-])=O.[NH2:19][C:20]1[CH:25]=[CH:24][CH:23]=[CH:22][C:21]=1[NH2:26].C(=O)([O-])[O-].[K+].[K+]>CN(C=O)C.O>[NH2:7][C:10]1[CH:17]=[C:16]([CH3:18])[CH:15]=[CH:14][C:11]=1[C:12]1[NH:19][C:20]2[CH:25]=[CH:24][CH:23]=[CH:22][C:21]=2[N:26]=1 |f:0.1,4.5.6|. Procedure details: 33.8 g (55 mmol) of oxone [70693-62-8] are added in portions to a solution of 13.5 g (100 mmol) of 2-nitro-4-methylbenzaldehyde [20357-22-6] and 11.9 g (110 mmol) of 1,2-diaminobenzene in a mixture of 150 ml of DMF and 5 ml of water with stirring and cooling to 20° C. at such a rate that the temperature does not exceed 35° C. The reaction mixture is subsequently stirred at room temperature until conversion of the aldehyde is complete (about 4 h). The reaction mixture is stirred into a solution o... Reactants: C1(=CC=CC=C1)N1CCC(CC1)N (1-Phenylpiperidin-4-ylamine), C(=O)C1=CN=CN1CC1=CC=C(C#N)C=C1 (4-(5-formylimidazol-1-ylmethyl)benzonitrile), ClCCCl (1,2-dichloroethane), C(C)(=O)O[BH-](OC(C)=O)OC(C)=O.[Na+] (sodium triacetoxyborohydride), C(=O)(O)[O-].[Na+] (NaHCO3), C(C)(=O)O (acetic acid), HCl (aq)—acetonitrile. Run at time 2 hour. Yields the product Cl.C1(=CC=CC=C1)N1CCC(CC1)NCC1=CN=CN1CC1=CC=C(C#N)C=C1 (4-{5-[(1-Phenylpiperidin-4-ylamino)methyl]imidazol-1-ylmethyl}benzonitrile hydrochloride). Reaction SMILES: [C:1]1([N:7]2[CH2:12][CH2:11][CH:10]([NH2:13])[CH2:9][CH2:8]2)[CH:6]=[CH:5][CH:4]=[CH:3][CH:2]=1.[CH:14]([C:16]1[N:20]([CH2:21][C:22]2[CH:29]=[CH:28][C:25]([C:26]#[N:27])=[CH:24][CH:23]=2)[CH:19]=[N:18][CH:17]=1)=O.C(O)(=O)C.C(O[BH-](OC(=O)C)OC(=O)C)(=O)C.[Na+].C([O-])(O)=O.[Na+].[Cl:53]CCCl>>[ClH:53].[C:1]1([N:7]2[CH2:8][CH2:9][CH:10]([NH:13][CH2:14][C:16]3[N:20]([CH2:21][C:22]4[CH:29]=[CH:28][C:25]([C:26]#[N:27])=[CH:24][CH:23]=4)[CH:19]=[N:18][CH:17]=3)[CH2:11][CH2:12]2)[CH:6]=[CH:5][CH:4]=[CH:3][CH:2]=1 |f:3.4,5.6,8.9|. Procedure details: 1-Phenylpiperidin-4-ylamine (75 mg, 0.43 mmol) (from Example 123) and 4-(5-formylimidazol-1-ylmethyl)benzonitrile (99 mg, 0.47 mmol) were dissolved in 1,2-dichloroethane (2 mL) and acetic acid (49 μL, 0.86 mmol) was added. The mixture was stirred for 2 hrs at room temperature, then sodium triacetoxyborohydride (117 mg, 0.55 mmol) was added, then the reaction mixture was stirred at room temperature for 18 hrs. Sat. NaHCO3(aq) (30 mL) was added, and the organic layer was extracted. The aqueous pha... Starting materials: N#Cc1ccccc1B(O)O, CC1(C)CC(=O)c2ccc(OS(=O)(=O)C(F)(F)F)cc21. Product: CC1(C)CC(=O)c2ccc(-c3ccccc3C#N)cc21. Reaction SMILES: [C:21](#[N:22])[c:23]1[c:24]([B:29]([OH:30])[OH:31])[cH:25][cH:26][cH:27][cH:28]1.[CH3:1][C:2]1([CH3:20])[CH2:3][C:4](=[O:19])[c:5]2[cH:6][cH:7][c:8]([O:11][S:12]([C:13]([F:14])([F:15])[F:16])(=[O:17])=[O:18])[cH:9][c:10]21>>[CH3:1][C:2]1([CH3:20])[CH2:3][C:4](=[O:19])[c:5]2[cH:6][cH:7][c:8](-[c:24]3[c:23]([C:21]#[N:22])[cH:28][cH:27][cH:26][cH:25]3)[cH:9][c:10]21. Reactants: BrC=1C=C(C=O)C=C(C1)Br (3,5-dibromobenzaldehyde), CO (methanol), C1(=CC=C(C=C1)S(=O)(=O)O)C (p-toluenesulfonic acid), COC(C)(C)OC (2,2-dimethoxypropane). The product is BrC=1C=C(C=C(C1)Br)C(OC)OC (3,5-Dibromo-(dimethoxymethyl)benzene). As a reaction SMILES: [Br:1][C:2]1[CH:3]=C([CH:7]=[C:8]([Br:10])[CH:9]=1)C=O.CO.C1(C)C=CC(S(O)(=O)=O)=CC=1.[CH3:24][O:25][C:26]([O:29][CH3:30])(C)[CH3:27]>>[Br:1][C:2]1[CH:3]=[C:27]([CH:26]([O:29][CH3:30])[O:25][CH3:24])[CH:7]=[C:8]([Br:10])[CH:9]=1. Procedure details: A mixture of 13.2 g (50 mmoles) of crude 3,5-dibromobenzaldehyde, 2 mL (50 mmoles) of methanol, and 100 mg of p-toluenesulfonic acid in 100 mL of 2,2-dimethoxypropane was heated to reflux 6 hrs. After cooling, solvent was removed in vacuo to give a brown oil. This was applied on silica gel and washed with 1:20 ethylacetate:hexane mixture. The filtrate was concentrated to orange brown oil of the desired acetal.